The task is: describe an organic reaction: reactants, conditions, products, and yield. This data is from the Open Reaction Database (ORD), a public repository of structured organic reaction records. Starting materials: BrCCCCOC1=CC2=C(C(=NS2(=O)=O)C2=CC=C(C=C2)Cl)C=C1 (6-(4-Bromo-butoxy)-3-(4-chloro-phenyl)-benzo[d]isothiazole 1,1-dioxide), N1CCC1 (Azetidine). Product: N1(CCC1)CCCCOC1=CC2=C(C(=NS2(=O)=O)C2=CC=C(C=C2)Cl)C=C1 (6-(4-Azetidin-1-yl-butoxy)-3-(4-chloro-phenyl)-benzo[d]isothiazole 1,1-dioxide). As a reaction SMILES: Br[CH2:2][CH2:3][CH2:4][CH2:5][O:6][C:7]1[CH:24]=[CH:23][C:10]2[C:11]([C:16]3[CH:21]=[CH:20][C:19]([Cl:22])=[CH:18][CH:17]=3)=[N:12][S:13](=[O:15])(=[O:14])[C:9]=2[CH:8]=1.[NH:25]1[CH2:28][CH2:27][CH2:26]1>>[N:25]1([CH2:2][CH2:3][CH2:4][CH2:5][O:6][C:7]2[CH:24]=[CH:23][C:10]3[C:11]([C:16]4[CH:21]=[CH:20][C:19]([Cl:22])=[CH:18][CH:17]=4)=[N:12][S:13](=[O:15])(=[O:14])[C:9]=3[CH:8]=2)[CH2:28][CH2:27][CH2:26]1. Procedure: According to the method in example 10, 6-(4-Bromo-butoxy)-3-(4-chloro-phenyl)-benzo[d]isothiazole 1,1-dioxide and Azetidine were converted to yield 6-(4-Azetidin-1-yl-butoxy)-3-(4-chloro-phenyl)-benzo[d]isothiazole 1,1-dioxide, MS: 405 (MH+, 1Cl).